This data is from the Open Reaction Database (ORD), a public repository of structured organic reaction records. The task is: describe an organic reaction: reactants, conditions, products, and yield The reactants are BrBr, COc1ccc(Nc2nccs2)cc1, CN(C)C=O. Yields the product COc1ccc(Nc2ncc(Br)s2)cc1. RXN SMILES: [Br:1][Br:2].[CH3:3][O:4][c:5]1[cH:6][cH:7][c:8]([NH:11][c:12]2[s:13][cH:14][cH:15][n:16]2)[cH:9][cH:10]1.[O:17]=[CH:18][N:19]([CH3:20])[CH3:21]>>[Br:1][c:14]1[s:13][c:12]([NH:11][c:8]2[cH:7][cH:6][c:5]([O:4][CH3:3])[cH:10][cH:9]2)[n:16][cH:15]1. Reactants: BrC=1C=C2CCC(C(C2=CC1OC)(C)C)=O (6-Bromo-7-methoxy-1,1-dimethyl-3,4-dihydro-1H-naphthalen-2-one), BrC1=CC=C2C=3C(C4=C(C(C3NC2=C1)(C)C)C=C(C=C4)OC)=O (3-Bromo-8-methoxy-6,6-dimethyl-5,6-dihydrobenzo[b]carbazol-11-one). Product: BrC1=C2C=3CC4=C(C(C3NC2=CC=C1)(C)C)C=C(C(=C4)Br)OC.BrC4=CC=C1C=2CC3=C(C(C2NC1=C4)(C)C)C=C(C(=C3)Br)OC (3,9-Dibromo-8-methoxy-6,6-dimethyl-6,11-dihydro-5H-benzo[b]carbazole 1,9-Dibromo-8-methoxy-6,6-dimethyl-6,11-dihydro-5H-benzo[b]carbazole). As a reaction SMILES: [Br:1][C:2]1[CH:14]=[C:13]2[C:5]([C:6]3[C:7](=O)[C:8]4[CH:20]=[CH:19][C:18]([O:21][CH3:22])=[CH:17][C:9]=4[C:10]([CH3:16])([CH3:15])[C:11]=3[NH:12]2)=[CH:4][CH:3]=1.[Br:24][C:25]1[CH:26]=[C:27]2[C:32](=[CH:33][C:34]=1[O:35][CH3:36])[C:31]([CH3:38])([CH3:37])[C:30](=O)[CH2:29][CH2:28]2>>[Br:1][C:2]1[CH:3]=[CH:4][CH:5]=[C:13]2[C:14]=1[C:6]1[CH2:7][C:8]3[CH:20]=[C:19]([Br:24])[C:18]([O:21][CH3:22])=[CH:17][C:9]=3[C:10]([CH3:15])([CH3:16])[C:11]=1[NH:12]2.[Br:1][C:2]1[CH:14]=[C:13]2[C:5]([C:29]3[CH2:28][C:27]4[CH:26]=[C:25]([Br:24])[C:34]([O:35][CH3:36])=[CH:33][C:32]=4[C:31]([CH3:38])([CH3:37])[C:30]=3[NH:12]2)=[CH:4][CH:3]=1 |f:2.3|. Reported procedure: Under the same conditions as the method for synthesizing Compound A4, the title compound was prepared (as a mixture) from Compound E1. The reactants are Cl.COC=1C=C(C=CC1OC)C=1C(C(N(N1)C1CCNCC1)=O)(C)C (5-(3,4-dimethoxyphenyl)-4,4-dimethyl-2-(piperidin-4-yl)-2,4-dihydro-3H-pyrazol-3-one hydrochloride), Cl.COC=1C=C(C=CC1OC)C=1C(C(N(N1)C1CCNCC1)=O)(C)C (5-(3,4-dimethoxyphenyl)-4,4-dimethyl-2-(piperidin-4-yl)-2,4-dihydro-3H-pyrazol-3-one hydrochloride), BrC1=C(C(=O)O)C=CC=C1 (2-bromobenzoic acid). Yields the product BrC1=C(C=CC=C1)C(=O)N1CCC(CC1)N1N=C(C(C1=O)(C)C)C1=CC(=C(C=C1)OC)OC (2-{1-[(2-Bromophenyl)carbonyl]piperidin-4-yl}-5-(3,4-dimethoxyphenyl)-4,4-dimethyl-2,4-dihydro-3H-pyrazol-3-one). As a reaction SMILES: Cl.[CH3:2][O:3][C:4]1[CH:5]=[C:6]([C:12]2[C:13]([CH3:25])([CH3:24])[C:14](=[O:23])[N:15]([CH:17]3[CH2:22][CH2:21][NH:20][CH2:19][CH2:18]3)[N:16]=2)[CH:7]=[CH:8][C:9]=1[O:10][CH3:11].[Br:26][C:27]1[CH:35]=[CH:34][CH:33]=[CH:32][C:28]=1[C:29](O)=[O:30]>>[Br:26][C:27]1[CH:35]=[CH:34][CH:33]=[CH:32][C:28]=1[C:29]([N:20]1[CH2:21][CH2:22][CH:17]([N:15]2[C:14](=[O:23])[C:13]([CH3:25])([CH3:24])[C:12]([C:6]3[CH:7]=[CH:8][C:9]([O:10][CH3:11])=[C:4]([O:3][CH3:2])[CH:5]=3)=[N:16]2)[CH2:18][CH2:19]1)=[O:30] |f:0.1|. Procedure: The title compound is prepared analogously as described for GP3 using 5-(3,4-dimethoxyphenyl)-4,4-dimethyl-2-(piperidin-4-yl)-2,4-dihydro-3H-pyrazol-3-one (compound B1) and 2-bromobenzoic acid as starting compounds. The crude product is purified by crystallization from methanol to yield the title compound. Starting materials: ClC=1C(N(N=CC1Cl)C1=CC(=CC=C1)C(F)(F)F)=O (4,5-dichloro-2-(3-trifluoromethylphenyl)-pyridazine-3(2H)-one), CNN (methylhydrazine), O (water). Solvent: CO (methanol). Conditions: temperature 45 celsius. The product is ClC=1C(N(N=CC1N(N)C)C1=CC(=CC=C1)C(F)(F)F)=O (4-chloro-2-(3-trifluoromethylphenyl)-5-(1-methylhydrazino)-pyridazin-3(2H)-one). As a reaction SMILES: [Cl:1][C:2]1[C:3](=[O:19])[N:4]([C:9]2[CH:14]=[CH:13][CH:12]=[C:11]([C:15]([F:18])([F:17])[F:16])[CH:10]=2)[N:5]=[CH:6][C:7]=1Cl.[CH3:20][NH:21][NH2:22].O>CO>[Cl:1][C:2]1[C:3](=[O:19])[N:4]([C:9]2[CH:14]=[CH:13][CH:12]=[C:11]([C:15]([F:18])([F:17])[F:16])[CH:10]=2)[N:5]=[CH:6][C:7]=1[N:21]([CH3:20])[NH2:22]. Procedure details: To a solution consisting of 15.5 grams of 4,5-dichloro-2-(3-trifluoromethylphenyl)-pyridazine-3(2H)-one in 120 grams of methanol is added 9.2 grams methylhydrazine. The reaction mixture is heated to 45° C for three hours, cooled and poured onto 250 grams of water. The resulting precipitate is separated by filtration, washed with water and dried. The solid is crystallized from benzene to yield 4-chloro-2-(3-trifluoromethylphenyl)-5-(1-methylhydrazino)-pyridazin-3(2H)-one (m.p. 140° to 141° C, wit... Starting materials: CC(=O)Cl, COC1=C(OC)C(=O)c2c(N)cccc2C1=O, ClC(Cl)Cl, O, c1ccncc1. Yields the product COC1=C(OC)C(=O)c2c(NC(C)=O)cccc2C1=O. As a reaction SMILES: [CH3:1][C:2]([Cl:3])=[O:4].[CH3:6][O:7][C:8]1=[C:17]([O:18][CH3:19])[C:16](=[O:20])[c:15]2[c:10]([cH:11][cH:12][cH:13][c:14]2[NH2:21])[C:9]1=[O:22].[CH:29]([Cl:30])([Cl:31])[Cl:32].[OH2:5].[cH:23]1[cH:24][cH:25][n:26][cH:27][cH:28]1>>[CH3:1][C:2](=[O:4])[NH:21][c:14]1[cH:13][cH:12][cH:11][c:10]2[c:15]1[C:16](=[O:20])[C:17]([O:18][CH3:19])=[C:8]([O:7][CH3:6])[C:9]2=[O:22].